From a dataset of the Open Reaction Database (ORD), a public repository of structured organic reaction records. describe an organic reaction: reactants, conditions, products, and yield Starting materials: N1C=NC=C1 (imidazole), [Si](C)(C)(C(C)(C)C)Cl (t-butyldimethylsilyl chloride), ice, OCC=1N2C(SC1)=CN=C2 (3-hydroxymethylimidazo[5,1-b]thiazole). The yield is 98.8%. As a reaction SMILES: [OH:1][CH2:2][C:3]1[N:4]2[CH:10]=[N:9][CH:8]=[C:5]2[S:6][CH:7]=1.N1C=CN=C1.[Si:16](Cl)([C:19]([CH3:22])([CH3:21])[CH3:20])([CH3:18])[CH3:17]>CN(C=O)C.C(OCC)(=O)C>[Si:16]([O:1][CH2:2][C:3]1[N:4]2[CH:10]=[N:9][CH:8]=[C:5]2[S:6][CH:7]=1)([C:19]([CH3:22])([CH3:21])[CH3:20])([CH3:18])[CH3:17]. The product is [Si](C)(C)(C(C)(C)C)OCC=1N2C(SC1)=CN=C2 (3-(t-butyldi methylsilyloxy)methylimidazo[5,1-b]thiazole). Procedure details: To an ice-cooled solution of 3.39 g of 3-hydroxymethylimidazo[5,1-b]thiazole in 22 ml of DMF were added 1.95 g of imidazole and 3.81 g of t-butyldimethylsilyl chloride. After the reaction mixture was reacted at room temperature for 6 hours, it was diluted with 150 ml of ethyl acetate, and washed three times with saline. The organic layer was dried over anhydrous magnesium sulfate, the solvent was removed under reduced pressure to give 5.83 g of 3-(t-butyldi methylsilyloxy)methylimidazo[5,1-b]thi... Solvent: CN(C)C=O (DMF), C(C)(=O)OCC (ethyl acetate). The reactants are N1(C=NC=C1)C[C@@H]1[C@@H](CCC2=CC(=CC=C12)OC)C1=CC=C(C=C1)OC ((1R*,2R*)-1,2,3,4-tetrahydro-1-(1H-imidazol-1-ylmethyl)-6-methoxy-2-(4-methoxyphenyl)naphthalene), [Na] (sodium), solution, solution, B(Br)(Br)Br (boron tribromide). The solvent is ClCCl (dichloromethane). Reaction conditions: time 48 hour. Product: OC=1C=C2CC[C@H]([C@H](C2=CC1)CN1C=NC=C1)C1=CC=C(C=C1)O ((1R*,2R*)-1,2,3,4-tetrahydro-6-hydroxy-2-(4-hydroxyphenyl)-1-(1H-imidazol-1-ylmethyl)naphthalene). Reaction SMILES: [N:1]1([CH2:6][C@H:7]2[C:16]3[C:11](=[CH:12][C:13]([O:17]C)=[CH:14][CH:15]=3)[CH2:10][CH2:9][C@H:8]2[C:19]2[CH:24]=[CH:23][C:22]([O:25]C)=[CH:21][CH:20]=2)[CH:5]=[CH:4][N:3]=[CH:2]1.B(Br)(Br)Br.[Na]>ClCCl>[OH:17][C:13]1[CH:12]=[C:11]2[C:16](=[CH:15][CH:14]=1)[C@H:7]([CH2:6][N:1]1[CH:5]=[CH:4][N:3]=[CH:2]1)[C@H:8]([C:19]1[CH:20]=[CH:21][C:22]([OH:25])=[CH:23][CH:24]=1)[CH2:9][CH2:10]2 |^1:30|. Reported procedure: A solution of (1R*,2R*)-1,2,3,4-tetrahydro-1-(1H-imidazol-1-ylmethyl)-6-methoxy-2-(4-methoxyphenyl)naphthalene, (prepared as described in Example 1), in dichloromethane (20 ml) was stirred in an argon atmosphere and cooled in an acetone/solid carbon dioxide bath while a 1M solution of boron tribromide was added dropwise over 5 minutes. The mixture was kept at -20° for 48 h, then poured into a mixture of saturated sodium bicaronate solution (30 ml) and stirred vigorously for 2 h. The solid thus o... The reactants are C(=O)[C@H]1[C@@H](C(N1[Si](C)(C)C(C)(C)C)=O)CCCNC(=NC(=O)OCC1=CC=CC=C1)NC(=O)OCC1=CC=CC=C1 (trans-4-Formyl-3-[3-[N',N"-di(Cbz)guanidino]propyl]-1-t-butyldimethylsilyl-2-azetidinone), CC(=O)C.OS(=O)(=O)O.O=[Cr](=O)=O (Jones reagent), aldehyde. Run in CC(=O)C (acetone), CC(=O)C (acetone). Yields the product C1(=CC=CC=C1)C=C[C@H]1[C@@H](C(N1[Si](C)(C)C(C)(C)C)=O)CCCNC(=NC(=O)OCC1=CC=CC=C1)NC(=O)OCC1=CC=CC=C1 (trans-4-(2-Phenylethenyl)-3-[3-[N',N"-di(Cbz)guanidino]propyl]-1-t-butyldimethylsilyl-2-azetidinone), C(=O)(O)[C@H]1[C@@H](C(N1)=O)CCCNC(=NC(=O)OCC1=CC=CC=C1)NC(=O)OCC1=CC=CC=C1 (trans-4-Carboxy-3-[3-[N',N"-di(Cbz)guanidino]propyl]-2-azetidinone). RXN SMILES: [CH:1]([C@@H:3]1[N:6]([Si:7]([C:10]([CH3:13])([CH3:12])[CH3:11])([CH3:9])[CH3:8])[C:5](=[O:14])[C@H:4]1[CH2:15][CH2:16][CH2:17][NH:18][C:19]([NH:31][C:32]([O:34][CH2:35][C:36]1[CH:41]=[CH:40][CH:39]=[CH:38][CH:37]=1)=[O:33])=[N:20][C:21]([O:23][CH2:24][C:25]1[CH:30]=[CH:29][CH:28]=[CH:27][CH:26]=1)=[O:22])=[O:2].[CH3:42][C:43]([CH3:45])=[O:44].OS(O)(=O)=O.O=[Cr](=O)=O>CC(C)=O>[C:43]1([CH:45]=[CH:1][C@@H:3]2[N:6]([Si:7]([C:10]([CH3:12])([CH3:11])[CH3:13])([CH3:8])[CH3:9])[C:5](=[O:14])[C@H:4]2[CH2:15][CH2:16][CH2:17][NH:18][C:19]([NH:31][C:32]([O:34][CH2:35][C:36]2[CH:41]=[CH:40][CH:39]=[CH:38][CH:37]=2)=[O:33])=[N:20][C:21]([O:23][CH2:24][C:25]2[CH:26]=[CH:27][CH:28]=[CH:29][CH:30]=2)=[O:22])[CH:5]=[CH:4][CH:3]=[CH:1][CH:42]=1.[C:1]([C@@H:3]1[NH:6][C:5](=[O:14])[C@H:4]1[CH2:15][CH2:16][CH2:17][NH:18][C:19]([NH:31][C:32]([O:34][CH2:35][C:36]1[CH:37]=[CH:38][CH:39]=[CH:40][CH:41]=1)=[O:33])=[N:20][C:21]([O:23][CH2:24][C:25]1[CH:26]=[CH:27][CH:28]=[CH:29][CH:30]=1)=[O:22])([OH:2])=[O:44] |f:1.2.3|. Reported procedure: The aldehyde 5a prepared in Step A was dissolved in acetone (75 mL). Freshly prepared Jones reagent was added dropwise to the acetone solution, maintaining the temperature between 20°-25° C., until the TLC indicated the disappearance of the starting aldehyde. The resultant suspension was concentrated to half of its original volume and partitioned between EtOAc and H2O. The organic phase was dried (Na2SO4) and concentrated. The residual solid was recrystallized from EtOAc/hexane to afford 8.8 g (... The reactants are O(C1=CC=CC=C1)C1=CC=C(CN)C=C1 (4-phenoxybenzylamine), COC(COC1=CC=C(C=C1)CN)=O (methyl[4-(aminomethyl)phenoxy]acetate), acetate salt, ClCC1=CC=C(C(=O)Cl)C=C1 (4-(chloromethyl)benzoyl chloride), FC(C1=CC=C(C(=O)Cl)C=C1)(F)F (4-(trifluoromethyl)benzoyl chloride). Yields the product O(C1=CC=CC=C1)C1=CC=C(CNC(=O)C2=CC=C(CN(C(C3=CC=C(C=C3)C(F)(F)F)=O)CC3=CC=C(OCC(=O)O)C=C3)C=C2)C=C1 ([4-({(4-{[(4-phenoxybenzyl)amino]carbonyl}benzyl)[4-(trifluoromethyl)benzoyl]amino}methyl) phenoxy]acetic acid). Reaction SMILES: [O:1]([C:8]1[CH:15]=[CH:14][C:11]([CH2:12][NH2:13])=[CH:10][CH:9]=1)[C:2]1[CH:7]=[CH:6][CH:5]=[CH:4][CH:3]=1.Cl[CH2:17][C:18]1[CH:26]=[CH:25][C:21]([C:22](Cl)=[O:23])=[CH:20][CH:19]=1.[F:27][C:28]([F:39])([F:38])[C:29]1[CH:37]=[CH:36][C:32]([C:33](Cl)=[O:34])=[CH:31][CH:30]=1.C[O:41][C:42](=[O:53])[CH2:43][O:44][C:45]1[CH:50]=[CH:49][C:48]([CH2:51][NH2:52])=[CH:47][CH:46]=1>>[O:1]([C:8]1[CH:9]=[CH:10][C:11]([CH2:12][NH:13][C:22]([C:21]2[CH:25]=[CH:26][C:18]([CH2:17][N:52]([CH2:51][C:48]3[CH:49]=[CH:50][C:45]([O:44][CH2:43][C:42]([OH:53])=[O:41])=[CH:46][CH:47]=3)[C:33](=[O:34])[C:32]3[CH:36]=[CH:37][C:29]([C:28]([F:39])([F:38])[F:27])=[CH:30][CH:31]=3)=[CH:19][CH:20]=2)=[O:23])=[CH:14][CH:15]=1)[C:2]1[CH:3]=[CH:4][CH:5]=[CH:6][CH:7]=1. Reported procedure: The title compound was prepared following the procedure A using 4-phenoxybenzylamine, 4-(chloromethyl)benzoyl chloride, 4-(trifluoromethyl)benzoyl chloride and methyl[4-(aminomethyl)phenoxy]acetate, acetate salt. M+(ESI): 669.2 The reactants are C1(CC1)NCCCOC=1C=NC=CC1 (cyclopropyl(3-(3-pyridyloxy)propyl)amine), O=C([C@H](O)[C@@H](O)[C@@H](O)[C@H](O)C(=O)O)O (galactaric acid), O (Water). The solvent is C(C)O (ethanol). Run at time 24 hour. Yields the product O=C([C@H](O)[C@@H](O)[C@@H](O)[C@H](O)C(=O)O)O.C1(CC1)NCCCOC=1C=NC=CC1.C1(CC1)NCCCOC=1C=NC=CC1 (Cyclopropyl(3-(3-pyridyloxy)propyl)amine Hemigalactarate). Isolated yield 66.5%. RXN SMILES: [CH:1]1([NH:4][CH2:5][CH2:6][CH2:7][O:8][C:9]2[CH:10]=[N:11][CH:12]=[CH:13][CH:14]=2)[CH2:3][CH2:2]1.[O:15]=[C:16]([OH:28])[C@@H:17]([C@H:19]([C@H:21]([C@@H:23]([C:25]([OH:27])=[O:26])[OH:24])[OH:22])[OH:20])[OH:18].O>C(O)C>[O:15]=[C:16]([OH:28])[C@@H:17]([C@H:19]([C@H:21]([C@@H:23]([C:25]([OH:27])=[O:26])[OH:24])[OH:22])[OH:20])[OH:18].[CH:1]1([NH:4][CH2:5][CH2:6][CH2:7][O:8][C:9]2[CH:10]=[N:11][CH:12]=[CH:13][CH:14]=2)[CH2:2][CH2:3]1.[CH:1]1([NH:4][CH2:5][CH2:6][CH2:7][O:8][C:9]2[CH:10]=[N:11][CH:12]=[CH:13][CH:14]=2)[CH2:2][CH2:3]1 |f:4.5.6|. Procedure: To a solution of cyclopropyl(3-(3-pyridyloxy)propyl)amine (0.239 g, 1.244 mmol) in ethanol (4 mL) was added galactaric acid (130.7 mg, 622 mmol). Water (1.0 mL) was added drop-wise, while warming the solution to near reflux. To remove some white, insoluble crystals, the warm solution was filtered through a glass wool plug, washing the filter plug with a warm solution of ethanol-water (4:1, v/v) (1 mL). The filtrate was diluted with ethanol (6 mL), cooled to ambient temperature and kept at 5° C. ... Reactants: O=C([O-])[O-], CN1C(=O)CCC2(C)c3ccc(S)cc3CCC12, CN(C)C=O, CCOC(C)=O, Clc1nc2cc(Cl)c(Cl)cc2s1, [K+], [K+]. The product is CN1C(=O)CCC2(C)c3ccc(Sc4nc5cc(Cl)c(Cl)cc5s4)cc3CCC12. Reaction SMILES: [C:19](=[O:20])([O-:21])[O-:22].[CH3:1][N:2]1[C:3](=[O:18])[CH2:4][CH2:5][C:6]2([CH3:17])[c:7]3[c:8]([cH:12][c:13]([SH:16])[cH:14][cH:15]3)[CH2:9][CH2:10][CH:11]12.[CH3:37][N:38]([CH3:39])[CH:40]=[O:41].[CH3:42][CH2:43][O:44][C:45](=[O:46])[CH3:47].[Cl:25][c:26]1[s:27][c:28]2[c:29]([n:30]1)[cH:31][c:32]([Cl:36])[c:33]([Cl:35])[cH:34]2.[K+:23].[K+:24]>>[CH3:1][N:2]1[C:3](=[O:18])[CH2:4][CH2:5][C:6]2([CH3:17])[c:7]3[c:8]([cH:12][c:13]([S:16][c:26]4[s:27][c:28]5[c:29]([n:30]4)[cH:31][c:32]([Cl:36])[c:33]([Cl:35])[cH:34]5)[cH:14][cH:15]3)[CH2:9][CH2:10][CH:11]12.